Dataset: the Open Reaction Database (ORD), a public repository of structured organic reaction records. Task: describe an organic reaction: reactants, conditions, products, and yield Starting materials: OC(CN1CCNCC1)CO (1-(2,3-dihydroxypropyl)piperazine), C(C)OC(=O)C1=C(N=NC=C1)Cl (3-chloropyridazine-4-carboxylic acid ethyl ester). Solvent: O1CCOCC1 (dioxane). Yields the product C(C)OC(=O)C1=C(N=NC=C1)N1CCN(CC1)CC(CO)O (3-[4-(2,3-dihydroxypropyl)piperazin-1-yl]pyridazine-4-carboxylic acid ethyl ester). Reaction SMILES: [OH:1][CH:2]([CH2:10][OH:11])[CH2:3][N:4]1[CH2:9][CH2:8][NH:7][CH2:6][CH2:5]1.[CH2:12]([O:14][C:15]([C:17]1[CH:22]=[CH:21][N:20]=[N:19][C:18]=1Cl)=[O:16])[CH3:13]>O1CCOCC1>[CH2:12]([O:14][C:15]([C:17]1[CH:22]=[CH:21][N:20]=[N:19][C:18]=1[N:7]1[CH2:8][CH2:9][N:4]([CH2:3][CH:2]([OH:1])[CH2:10][OH:11])[CH2:5][CH2:6]1)=[O:16])[CH3:13]. Reported procedure: Grams 10.2 of 1-(2,3-dihydroxypropyl)piperazine and 5.9 g of 3-chloropyridazine-4-carboxylic acid ethyl ester in 100 ml dioxane were refluxed for one hour. Then it was settled, the solvent evaporated till dryness, and the residue dissolved in chloroform and washed with a small amount of water. The organic phase was made anhydrous, evaporated to dryness and the residue, purified on a column eluting with chloroform:methanol (9:1), gave 2.4 g of 3-[4-(2,3-dihydroxypropyl)piperazin-1-yl]pyridazine-4... Starting materials: CN1CCNCC1 (1-methylpiperazine), N1=CC=CC=C1 (pyridine), C(OC(C)Cl)(=O)Cl (1-chloroethyl carbonochloridate). Solvent: C(Cl)Cl (methylene chloride). The product is Cl.CN1CCN(CC1)C(=O)OC(C)Cl (1-chloroethyl 4-methylpiperazine-1-carboxylate hydrochloride salt). Reaction SMILES: [C:1](Cl)(=[O:6])[O:2][CH:3]([Cl:5])[CH3:4].[CH3:8][N:9]1[CH2:14][CH2:13][NH:12][CH2:11][CH2:10]1.N1C=CC=CC=1>C(Cl)Cl>[ClH:5].[CH3:8][N:9]1[CH2:14][CH2:13][N:12]([C:1]([O:2][CH:3]([Cl:5])[CH3:4])=[O:6])[CH2:11][CH2:10]1 |f:4.5|. Procedure: In a manner similar to the method described in Example 3, 1-chloroethyl carbonochloridate was reacted with 1-methylpiperazine and pyridine in methylene chloride at −78° C. for 3 h to give 1-chloroethyl 4-methylpiperazine-1-carboxylate hydrochloride salt which was reacted with chiral 4-((2R,3S,4R,5S)-3-(3-chloro-2-fluorophenyl)-4-(4-chloro-2-fluorophenyl)-4-cyano-5-neopentylpyrrolidine-2-carboxamido)-3-methoxybenzoic acid in the presence of cesium carbonate in dimethylformamide overnight to give,... As a reaction SMILES: [CH3:1][C:2]1[O:12][C:5]2[CH2:6][N:7]([CH3:11])[CH2:8][CH:9]([OH:10])[C:4]=2[CH:3]=1.[Cl:13][C:14]1(O)[CH:19]=[CH:18][CH:17]=[CH:16][CH2:15]1>>[ClH:13].[Cl:13][C:14]1[CH:19]=[CH:18][C:17]([O:10][CH:9]2[CH2:8][N:7]([CH3:11])[CH2:6][C:5]3[O:12][C:2]([CH3:1])=[CH:3][C:4]2=3)=[CH:16][CH:15]=1 |f:2.3|. Reactants: CC1=CC2=C(CN(CC2O)C)O1 (2,6-dimethyl-4,5,6,7-tetrahydrofuro[2,3-c]pyridin-4-ol), ClC1(CC=CC=C1)O (1-chlorophenol). The product is Cl.ClC1=CC=C(C=C1)OC1C2=C(CN(C1)C)OC(=C2)C (4-(4-Chlorophenyloxy)-2,6-dimethyl-4,5,6,7-tetrahydrofuro[2,3-c]pyridine hydrochloride). Procedure: The same method as in Example 47 was conducted using 2,6-dimethyl-4,5,6,7-tetrahydrofuro[2,3-c]pyridin-4-ol (Reference Example 2) instead of 6-methyl-4,5,6,7-tetrahydrofuro[2,3-c]pyridin-4-ol (Reference Example 1) and was conducted using 1-chlorophenol instead of 4-chloro-3-methylphenol to give the objective compound.